Dataset: the Open Reaction Database (ORD), a public repository of structured organic reaction records. Task: describe an organic reaction: reactants, conditions, products, and yield Reactants: [N+](=O)([O-])C=1C(=NC=C(C1)N1CCSCC1)N1CCOCC1 (4-(3-nitro-5-thiomorpholinopyridin-2-yl)morpholine). Reagents/catalysts: [Pd] (Pd/C). Run in CO (MeOH). Yields the product O1CCN(CC1)C1=NC=C(C=C1N)N1CCSCC1 (2-morpholino-5-thiomorpholinopyridin-3-amine). As a reaction SMILES: [N+:1]([C:4]1[C:5]([N:16]2[CH2:21][CH2:20][O:19][CH2:18][CH2:17]2)=[N:6][CH:7]=[C:8]([N:10]2[CH2:15][CH2:14][S:13][CH2:12][CH2:11]2)[CH:9]=1)([O-])=O>CO.[Pd]>[O:19]1[CH2:20][CH2:21][N:16]([C:5]2[C:4]([NH2:1])=[CH:9][C:8]([N:10]3[CH2:15][CH2:14][S:13][CH2:12][CH2:11]3)=[CH:7][N:6]=2)[CH2:17][CH2:18]1. Procedure: A solution of 4-(3-nitro-5-thiomorpholinopyridin-2-yl)morpholine (140 mg, 0.45 mmol) in MeOH (100 mL) was reduced using a continuous flow hydrogenation reactor (flow rate: 1 mL/min, 10% mol Pd/C, temperature 35° C., H2 pressure: 10 bar) to give 2-morpholino-5-thiomorpholinopyridin-3-amine. Starting materials: BrC1=C(C(=CC=C1)F)OC (1-bromo-3-fluoro-2-methoxybenzene), aqueous solution, Cl (hydrochloric acid), C(=O)=O (dry ice). Run in O1CCCC1 (tetrahydrofuran). Run at temperature 0 celsius, time 15 minute. Product: BrC1=C(C(=C(C(=O)O)C=C1)F)OC (4-Bromo-2-fluoro-3-methoxybenzoic acid). As a reaction SMILES: [Br:1][C:2]1[CH:7]=[CH:6][CH:5]=[C:4]([F:8])[C:3]=1[O:9][CH3:10].[C:11](=[O:13])=[O:12].Cl>O1CCCC1>[Br:1][C:2]1[CH:7]=[CH:6][C:5]([C:11]([OH:13])=[O:12])=[C:4]([F:8])[C:3]=1[O:9][CH3:10]. Reported procedure: Lithium diisopropylamide (LDA) is formed by dropwise addition of n-butyllithium (1.6 M in hexanes, 56.0 mL, 89.6 mmol) to a stirred solution of diisopropylamine (13.7 mL, 96.9 mmol) in tetrahydrofuran (150 mL) at −78° C. The resulting solution is stirred at −78° C. for 5 min, 0° C. for 15 min, and then cooled again to −78° C. A solution of 1-bromo-3-fluoro-2-methoxybenzene (15.28 g, 74.5 mmol) in tetrahydrofuran (40 mL) is added dropwise to the previous solution over a period of 30 min. to give ... Reactants: C(C1=CC=CC=C1)N1N=CC(=C1C)C(=O)O (1-benzyl-5-methylpyrazole-4-carboxylic acid), NC=1C=CC(=C(C#N)C1)N1CCC(CC1)N1CCOCC1 (5-amino-2-(4-morpholinopiperidin-1-yl)benzonitrile). Product: C(C1=CC=CC=C1)N1N=CC(=C1C)C(=O)NC1=CC(=C(C=C1)N1CCC(CC1)N1CCOCC1)C#N (1-Benzyl-N-[3-cyano-4-(4-morpholinopiperidin-1-yl)phenyl]-5-methylpyrazole-4-carboxamide). Isolated yield 22.9%. As a reaction SMILES: [CH2:1]([N:8]1[C:12]([CH3:13])=[C:11]([C:14]([OH:16])=O)[CH:10]=[N:9]1)[C:2]1[CH:7]=[CH:6][CH:5]=[CH:4][CH:3]=1.[NH2:17][C:18]1[CH:19]=[CH:20][C:21]([N:26]2[CH2:31][CH2:30][CH:29]([N:32]3[CH2:37][CH2:36][O:35][CH2:34][CH2:33]3)[CH2:28][CH2:27]2)=[C:22]([CH:25]=1)[C:23]#[N:24]>>[CH2:1]([N:8]1[C:12]([CH3:13])=[C:11]([C:14]([NH:17][C:18]2[CH:19]=[CH:20][C:21]([N:26]3[CH2:31][CH2:30][CH:29]([N:32]4[CH2:33][CH2:34][O:35][CH2:36][CH2:37]4)[CH2:28][CH2:27]3)=[C:22]([C:23]#[N:24])[CH:25]=2)=[O:16])[CH:10]=[N:9]1)[C:2]1[CH:3]=[CH:4][CH:5]=[CH:6][CH:7]=1. Procedure details: The reaction and treatment in the same manner as in Example 64 were conducted using 1-benzyl-5-methylpyrazole-4-carboxylic acid (0.7 g) and 5-amino-2-(4-morpholinopiperidin-1-yl)benzonitrile (0.93 g) and the resulting product was recrystallized from a mixed solvent of ethyl acetate-diisopropyl ether to give the title compound (0.36 g), melting point: 155° C. Starting materials: ClC=1C(=C(C=CC1)N1C(C2=C(C=C(C=C2C=C1)C1CC1)F)=O)CO (2-(3-chloro-2-(hydroxymethyl)phenyl)-6-cyclopropyl-8-fluoroisoquinolin-1(2H)-one), CN1C(C(=CC(=C1)B1OC(C(O1)(C)C)(C)C)NC1=NC=C(C=C1)N1CCN(CC1)C)=O (1-methyl-3-[5-(4-methyl-piperazin-1-yl)-pyridin-2-ylamino]-5-(4,4,5,5-tetramethyl-[1,3,2]dioxaborolan-2-yl)-1H-pyridin-2-one), C(=O)([O-])[O-].[K+].[K+] (K2CO3). The reagents and catalysts are CC(=O)[O-].CC(=O)[O-].[Pd+2] (Pd(OAc)2), C1(CCCCC1)P(C1CCCCC1)C1CCCCC1 (PCy3). The solvent is O (water). Reaction conditions: temperature 88 celsius, time 1 hour. Yields the product C1(CC1)C=1C=C2C=CN(C(C2=C(C1)F)=O)C1=C(C(=CC=C1)C1=CN(C(C(=C1)NC1=NC=C(C=C1)N1CCN(CC1)C)=O)C)CO (6-Cyclopropyl-8-fluoro-2-(2-hydroxymethyl-3-{1-methyl-5-[5-(4-methyl-piperazin-1-yl)-pyridin-2-ylamino]-6-oxo-1,6-dihydro-pyridin-3-yl}-phenyl)-2H-isoquinolin-1-one). The yield is 84.0%. Reaction SMILES: Cl[C:2]1[C:3]([CH2:23][OH:24])=[C:4]([N:8]2[CH:17]=[CH:16][C:15]3[C:10](=[C:11]([F:21])[CH:12]=[C:13]([CH:18]4[CH2:20][CH2:19]4)[CH:14]=3)[C:9]2=[O:22])[CH:5]=[CH:6][CH:7]=1.[CH3:25][N:26]1[CH:31]=[C:30](B2OC(C)(C)C(C)(C)O2)[CH:29]=[C:28]([NH:41][C:42]2[CH:47]=[CH:46][C:45]([N:48]3[CH2:53][CH2:52][N:51]([CH3:54])[CH2:50][CH2:49]3)=[CH:44][N:43]=2)[C:27]1=[O:55].C([O-])([O-])=O.[K+].[K+]>CC([O-])=O.CC([O-])=O.[Pd+2].C1(P(C2CCCCC2)C2CCCCC2)CCCCC1.O>[CH:18]1([C:13]2[CH:14]=[C:15]3[C:10](=[C:11]([F:21])[CH:12]=2)[C:9](=[O:22])[N:8]([C:4]2[CH:5]=[CH:6][CH:7]=[C:2]([C:30]4[CH:29]=[C:28]([NH:41][C:42]5[CH:47]=[CH:46][C:45]([N:48]6[CH2:49][CH2:50][N:51]([CH3:54])[CH2:52][CH2:53]6)=[CH:44][N:43]=5)[C:27](=[O:55])[N:26]([CH3:25])[CH:31]=4)[C:3]=2[CH2:23][OH:24])[CH:17]=[CH:16]3)[CH2:20][CH2:19]1 |f:2.3.4,5.6.7|. Reported procedure: To a 2 L reactor were added 2-(3-chloro-2-(hydroxymethyl)phenyl)-6-cyclopropyl-8-fluoroisoquinolin-1(2H)-one (62.5 g, 0.18 mol), 1-methyl-3-[5-(4-methyl-piperazin-1-yl)-pyridin-2-ylamino]-5-(4,4,5,5-tetramethyl-[1,3,2]dioxaborolan-2-yl)-1H-pyridin-2-one (108 g, 0.25 mol), PCy3 (3.2 g, 11.5 mmol), Pd(OAc)2 (1.27 g, 5.7 mmol) and K2CO3 (54.6 g, 0.38 mol) in order. The reactor was evacuated and backfilled with Nitrogen. This sequence was repeated three times. Then, 20% aqueous 1,4-dioxane (1 L) was... Reaction SMILES: [CH3:46][C:47]#[N:48].[Cl:1][c:2]1[n:3][c:4]([N:22]2[CH2:23][CH2:24][O:25][CH2:26][CH2:27]2)[c:5]2[c:6]([n:7]1)[s:8][c:9]([CH2:11][N:12]1[CH2:13][CH2:14][N:15]([S:18](=[O:19])(=[O:20])[CH3:21])[CH2:16][CH2:17]1)[n:10]2.[Na+:40].[Na+:41].[O-:42][C:43](=[O:44])[O-:45].[nH:28]1[cH:29][cH:30][c:31]2[c:32]1[n:33][cH:34][c:35]([B:37]([OH:38])[OH:39])[cH:36]2>>[c:2]1(-[c:35]2[cH:34][n:33][c:32]3[nH:28][cH:29][cH:30][c:31]3[cH:36]2)[n:3][c:4]([N:22]2[CH2:23][CH2:24][O:25][CH2:26][CH2:27]2)[c:5]2[c:6]([n:7]1)[s:8][c:9]([CH2:11][N:12]1[CH2:13][CH2:14][N:15]([S:18](=[O:19])(=[O:20])[CH3:21])[CH2:16][CH2:17]1)[n:10]2. Starting materials: CC#N, CS(=O)(=O)N1CCN(Cc2nc3c(N4CCOCC4)nc(Cl)nc3s2)CC1, [Na+], [Na+], O=C([O-])[O-], OB(O)c1cnc2[nH]ccc2c1. The product is CS(=O)(=O)N1CCN(Cc2nc3c(N4CCOCC4)nc(-c4cnc5[nH]ccc5c4)nc3s2)CC1. The reactants are COC1CCC(CC1)C=1NC(=C(N1)C)C=1C=C(C(=O)OC)C=CC1C (methyl 3-(2-(4-methoxycyclohexyl)-4-methyl-1H-imidazol-5-yl)-4-methylbenzoate), COC1CCC(CC1)C=1NC(=C(N1)C)C=1C=C(C(=O)OC)C=CC1C (methyl 3-(2-(4-methoxycyclohexyl)-4-methyl-1H-imidazol-5-yl)-4-methylbenzoate). Run in I (HI). Yields the product OC1CCC(CC1)C=1NC(=C(N1)C)C=1C=C(C(=O)O)C=CC1C (3-(2-(4-Hydroxycyclohexyl)-4-methyl-1H-imidazol-5-yl)-4-methylbenzoic acid). As a reaction SMILES: C[O:2][CH:3]1[CH2:8][CH2:7][CH:6]([C:9]2[NH:10][C:11]([C:15]3[CH:16]=[C:17]([CH:22]=[CH:23][C:24]=3[CH3:25])[C:18]([O:20]C)=[O:19])=[C:12]([CH3:14])[N:13]=2)[CH2:5][CH2:4]1>I>[OH:2][CH:3]1[CH2:4][CH2:5][CH:6]([C:9]2[NH:10][C:11]([C:15]3[CH:16]=[C:17]([CH:22]=[CH:23][C:24]=3[CH3:25])[C:18]([OH:20])=[O:19])=[C:12]([CH3:14])[N:13]=2)[CH2:7][CH2:8]1. Reported procedure: A solution of methyl 3-(2-(4-methoxycyclohexyl)-4-methyl-1H-imidazol-5-yl)-4-methylbenzoate (compound 300.2, 300 mg, 0.88 mmol) in HI (45% in water) (3 mL) was stirred for 2 h at 60° C., then concentrated under reduced pressure. This resulted in 500 mg (crude) of the title compound as brown oil which was used into the next step without further purification. Reactants: CS(=O)(=O)OC1CCN(S(C)(=O)=O)CC1, CCO, CO, Sc1cccc2nccn12. The product is CS(=O)(=O)N1CCC(Sc2cccc3nccn23)CC1. As a reaction SMILES: [CH3:11][S:12](=[O:13])(=[O:14])[N:15]1[CH2:16][CH2:17][CH:18]([O:21][S:22]([CH3:23])(=[O:24])=[O:25])[CH2:19][CH2:20]1.[CH3:26][CH2:27][OH:28].[CH3:29][OH:30].[SH:1][c:2]1[cH:3][cH:4][cH:5][c:6]2[n:7]1[cH:8][cH:9][n:10]2>>[S:1]([c:2]1[cH:3][cH:4][cH:5][c:6]2[n:7]1[cH:8][cH:9][n:10]2)[CH:18]1[CH2:17][CH2:16][N:15]([S:12]([CH3:11])(=[O:13])=[O:14])[CH2:20][CH2:19]1. The reactants are ClCC(CC(=O)OCC)=O (ethyl 4-chloroacetoacetate), N(=C=O)C1=CC=C(C(=O)OCC)C=C1 (ethyl p-isocyanatobenzoate). Solvent: petroleum ether-ethyl acetate, C(C)N(CC)CC (Triethylamine). Reaction conditions: time 1 hour. Product: C(C)OC(=O)C1=CC=C(C=C1)NC=1OCC(C1C(=O)OCC)=O (Ethyl 2-[[4-(ethoxycarbonyl)phenyl]amino]4,5-dihydro-4-oxo-3-furancarboxylate). RXN SMILES: Cl[CH2:2][C:3](=[O:10])[CH2:4][C:5]([O:7][CH2:8][CH3:9])=[O:6].[N:11]([C:14]1[CH:24]=[CH:23][C:17]([C:18]([O:20][CH2:21][CH3:22])=[O:19])=[CH:16][CH:15]=1)=[C:12]=[O:13]>C(N(CC)CC)C>[CH2:21]([O:20][C:18]([C:17]1[CH:23]=[CH:24][C:14]([NH:11][C:12]2[O:13][CH2:2][C:3](=[O:10])[C:4]=2[C:5]([O:7][CH2:8][CH3:9])=[O:6])=[CH:15][CH:16]=1)=[O:19])[CH3:22]. Reported procedure: Triethylamine (9.87 ml) was added dropwise, over a period of 1 hour to a cooled (ice bath) solution of ethyl 4-chloroacetoacetate (9.87 g, 60 mmol) and ethyl p-isocyanatobenzoate (14.34 g, 75 mmol) in 60 ml of petroleum ether-ethyl acetate (10:1 by volume), under nitrogen atmosphere. The reaction mixture was stirred at 0°-5° C. for 1 hour. The resulting ethyl 2-[[4-(ethoxycarbonyl)phenyl]-amino]-4,5-dihydro-4-oxo-3-furancarboxylate was filtered and then washed sequentially with petroleum ether, ...